Dataset: the Open Reaction Database (ORD), a public repository of structured organic reaction records. Task: describe an organic reaction: reactants, conditions, products, and yield Reactants: OCC1=CC=C(OC2=CC=C(C=N2)NC(C2=CC=C(C=C2)C(F)(F)F)=O)C=C1 (N-[6-(4-hydroxymethylphenoxy)pyridin-3-yl]-4-trifluoromethylbenzamide), S(=O)(Cl)Cl (thionyl chloride), C([O-])(O)=O.[Na+] (sodium bicarbonate). Run in ClCCl (dichloromethane). Run at time 4 hour. The product is ClCC1=CC=C(OC2=CC=C(C=N2)NC(C2=CC=C(C=C2)C(F)(F)F)=O)C=C1 (N-[6-(4-chloromethylphenoxy)pyridin-3-yl]-4-trifluoromethylbenzamide). As a reaction SMILES: O[CH2:2][C:3]1[CH:28]=[CH:27][C:6]([O:7][C:8]2[N:13]=[CH:12][C:11]([NH:14][C:15](=[O:26])[C:16]3[CH:21]=[CH:20][C:19]([C:22]([F:25])([F:24])[F:23])=[CH:18][CH:17]=3)=[CH:10][CH:9]=2)=[CH:5][CH:4]=1.S(Cl)([Cl:31])=O.C(=O)(O)[O-].[Na+]>ClCCl>[Cl:31][CH2:2][C:3]1[CH:28]=[CH:27][C:6]([O:7][C:8]2[N:13]=[CH:12][C:11]([NH:14][C:15](=[O:26])[C:16]3[CH:21]=[CH:20][C:19]([C:22]([F:25])([F:24])[F:23])=[CH:18][CH:17]=3)=[CH:10][CH:9]=2)=[CH:5][CH:4]=1 |f:2.3|. Reported procedure: To a solution of N-[6-(4-hydroxymethylphenoxy)pyridin-3-yl]-4-trifluoromethylbenzamide (3.06 g, 7.9 mmol) in dichloromethane (90 mL) was added thionyl chloride (1.7 mL, 23.3 mmol), and the resulting solution was stirred for 4 hours at room temperature. To the residue was added a saturated sodium bicarbonate solution, and extracted with ethyl acetate. The ethyl acetate layer was washed with a saturated sodium bicarbonate solution and brine, dried over anhydrous magnesium sulfate, and evaporated. ... Starting materials: CCCC(C(=O)OC)c1c(C)nc2cc(C(C)(C)C)nn2c1Cl, Cc1ccc(B(O)O)c(C)c1, CCN(C(C)C)C(C)C. Product: CCCC(C(=O)OC)c1c(C)nc2cc(C(C)(C)C)nn2c1-c1ccc(C)cc1C. As a reaction SMILES: [C:1]([CH3:2])([CH3:3])([CH3:4])[c:5]1[n:6][n:7]2[c:8]([n:9][c:10]([CH3:22])[c:11]([CH:14]([C:15](=[O:16])[O:17][CH3:18])[CH2:19][CH2:20][CH3:21])[c:12]2[Cl:13])[cH:23]1.[CH3:24][c:25]1[c:26]([B:32]([OH:33])[OH:34])[cH:27][cH:28][c:29]([CH3:31])[cH:30]1.[CH:35]([N:36]([CH:37]([CH3:38])[CH3:39])[CH2:40][CH3:41])([CH3:42])[CH3:43]>>[C:1]([CH3:2])([CH3:3])([CH3:4])[c:5]1[n:6][n:7]2[c:8]([n:9][c:10]([CH3:22])[c:11]([CH:14]([C:15](=[O:16])[O:17][CH3:18])[CH2:19][CH2:20][CH3:21])[c:12]2-[c:26]2[c:25]([CH3:24])[cH:30][c:29]([CH3:31])[cH:28][cH:27]2)[cH:23]1. Starting materials: C1CCOC1, COC(=O)CCNC(=O)c1ccc(C(Nc2ccc(-n3cc(C(F)(F)F)cn3)nc2)C(C)(C)C)cc1, CO, [Na+], [OH-]. The product is CC(C)(C)C(Nc1ccc(-n2cc(C(F)(F)F)cn2)nc1)c1ccc(C(=O)NCCC(=O)O)cc1. As a reaction SMILES: [CH2:37]1[O:38][CH2:39][CH2:40][CH2:41]1.[CH3:1][C:2]([CH:3]([NH:4][c:5]1[cH:6][n:7][c:8](-[n:11]2[n:12][cH:13][c:14]([C:16]([F:17])([F:18])[F:19])[cH:15]2)[cH:9][cH:10]1)[c:20]1[cH:21][cH:22][c:23]([C:24](=[O:25])[NH:26][CH2:27][CH2:28][C:29](=[O:30])[O:31][CH3:32])[cH:33][cH:34]1)([CH3:35])[CH3:36].[CH3:44][OH:45].[Na+:43].[OH-:42]>>[CH3:1][C:2]([CH:3]([NH:4][c:5]1[cH:6][n:7][c:8](-[n:11]2[n:12][cH:13][c:14]([C:16]([F:17])([F:18])[F:19])[cH:15]2)[cH:9][cH:10]1)[c:20]1[cH:21][cH:22][c:23]([C:24](=[O:25])[NH:26][CH2:27][CH2:28][C:29](=[O:30])[OH:31])[cH:33][cH:34]1)([CH3:35])[CH3:36].